This data is from the Open Reaction Database (ORD), a public repository of structured organic reaction records. The task is: describe an organic reaction: reactants, conditions, products, and yield Reactants: N1CCNCCCNCCNCCC1 (Cyclam), ClCC1=CC=C(C(=O)O)C=C1 (4-chloromethylbenzoic acid). The solvent is C(C)O.O (ethanol water), [Li+].[OH-] (LiOH). Conditions: time 5 hour. Product: N1(CCNCCCNCCNCCC1)CC1=CC=C(C(=O)O)C=C1 (4-(1,4,8,11-tetraazacyclotetradec-1-ylmethyl)-benzoic acid). The yield is 66.6%. Reaction SMILES: [NH:1]1[CH2:14][CH2:13][CH2:12][NH:11][CH2:10][CH2:9][NH:8][CH2:7][CH2:6][CH2:5][NH:4][CH2:3][CH2:2]1.Cl[CH2:16][C:17]1[CH:25]=[CH:24][C:20]([C:21]([OH:23])=[O:22])=[CH:19][CH:18]=1>C(O)C.O.[Li+].[OH-]>[N:1]1([CH2:16][C:17]2[CH:25]=[CH:24][C:20]([C:21]([OH:23])=[O:22])=[CH:19][CH:18]=2)[CH2:14][CH2:13][CH2:12][NH:11][CH2:10][CH2:9][NH:8][CH2:7][CH2:6][CH2:5][NH:4][CH2:3][CH2:2]1 |f:2.3,4.5|. Procedure: To solution of Cyclam (0.913 g, 4.5 mmol) dissolved in a mixture of ethanol:water (5:1 by vol.) (18 ml) was added a solution of 4-chloromethylbenzoic acid (0.157 g, 0.92 mmol) in aqueous LiOH (53 mg in 4 ml of water). This mixture was thereafter refluxed vigorously with stirring for 5 hours. Then the solvent was removed at reduced pressure, and the residue was dissolved in 13 ml of water. The aqueous solution obtained was then extracted with chloroform (10 times 3 ml) and the aqueous layer was c... As a reaction SMILES: [I:1][C:2]1[CH:3]=[C:4]([CH:7]=[CH:8][CH:9]=1)[CH2:5]Br.[S:10]([O-:13])([O-:12])=[O:11].[Na+:14].[Na+]>CC(C)=O.O>[I:1][C:2]1[CH:3]=[C:4]([CH2:5][S:10]([O-:13])(=[O:12])=[O:11])[CH:7]=[CH:8][CH:9]=1.[Na+:14] |f:1.2.3,6.7|. The product is IC=1C=C(C=CC1)CS(=O)(=O)[O-].[Na+] (Sodium (3-iodophenyl)methanesulfonate). Reported procedure: A solution of 3-iodobenzyl bromide (3 g) and sodium sulphite (1.26 g) in acetone (15 ml) and water (30 ml) was heated at 70° for 3 h. The solvent was removed under reduced pressure and the residue was triturated in ether to give the title compound (3.8 g). LCMS RT=3.66 min. Isolated yield 118.8%. The solvent is CC(=O)C (acetone), O (water). Starting materials: IC=1C=C(CBr)C=CC1 (3-iodobenzyl bromide), S(=O)([O-])[O-].[Na+].[Na+] (sodium sulphite). Starting materials: C[Mg]Br (Methylmagnesium bromide), C(C1=CC=CC=C1)OC(=O)C1CCC(CC1)CC=O (4-(2-oxo-ethyl)-cyclohexanecarboxylic acid benzyl ester), O (Water). Solvent: C1CCOC1 (THF). Reaction conditions: time 30 minute. The product is C(C1=CC=CC=C1)OC(=O)C1CCC(CC1)CC(C)O (4-(2-hydroxy-propyl)-cyclohexanecarboxylic acid benzyl ester). Yield: 66.5%. As a reaction SMILES: [CH3:1][Mg]Br.[CH2:4]([O:11][C:12]([CH:14]1[CH2:19][CH2:18][CH:17]([CH2:20][CH:21]=[O:22])[CH2:16][CH2:15]1)=[O:13])[C:5]1[CH:10]=[CH:9][CH:8]=[CH:7][CH:6]=1.O>C1COCC1>[CH2:4]([O:11][C:12]([CH:14]1[CH2:19][CH2:18][CH:17]([CH2:20][CH:21]([OH:22])[CH3:1])[CH2:16][CH2:15]1)=[O:13])[C:5]1[CH:10]=[CH:9][CH:8]=[CH:7][CH:6]=1. Procedure: Methylmagnesium bromide (1 M solution in THF, 0.526 ml, 0.526 mmol) was added dropwise to 4-(2-oxo-ethyl)-cyclohexanecarboxylic acid benzyl ester (114 mg, 0.439 mmol) in THF (2.2 mL) at −78° C., and the mixture was stirred at the same temperature for 30 minutes. Water was added to the reaction mixture at the same temperature and extracted with ethyl acetate. The organic layer was sequentially washed with a saturated aqueous ammonium chloride solution, water and saturated brine and then concentra... Starting materials: ClCCl, OCc1cccc(Cl)n1, O=S(Cl)Cl. Yields the product ClCc1cccc(Cl)n1. Reaction SMILES: [CH2:14]([Cl:15])[Cl:16].[Cl:1][c:2]1[cH:3][cH:4][cH:5][c:6]([CH2:8][OH:9])[n:7]1.[S:10]([Cl:11])([Cl:12])=[O:13]>>[Cl:1][c:2]1[cH:3][cH:4][cH:5][c:6]([CH2:8][Cl:12])[n:7]1. Product: C=CCOc1ccccc1C(C)(C)C. As a reaction SMILES: [C:1]([CH3:2])([CH3:3])([CH3:4])[c:5]1[c:6]([OH:11])[cH:7][cH:8][cH:9][cH:10]1.[CH2:12]([CH:13]=[CH2:14])[Br:15].[CH3:23][C:24](=[O:25])[CH3:26].[K+:16].[K+:17].[O-:18][C:19]([O-:20])=[O:21].[OH2:22]>>[C:1]([CH3:2])([CH3:3])([CH3:4])[c:5]1[c:6]([O:11][CH2:14][CH:13]=[CH2:12])[cH:7][cH:8][cH:9][cH:10]1. Reactants: CC(C)(C)c1ccccc1O, C=CCBr, CC(C)=O, [K+], [K+], O=C([O-])[O-], O. Reactants: C1CC2CC3CNCC3N2C1, C1CN2CCN1CC2, CC#N, CN(C)C=O, C=Cc1c(F)c(F)c(F)c2c1c(=O)c(C(=O)O)cn2C1CC1, O. Product: C=Cc1c(F)c(N2CC3CC4CCCN4C3C2)c(F)c2c1c(=O)c(C(=O)O)cn2C1CC1. As a reaction SMILES: [CH2:23]1[NH:24][CH2:25][CH:26]2[CH:27]1[CH2:28][CH:29]1[CH2:30][CH2:31][CH2:32][N:33]21.[CH2:34]1[N:35]2[CH2:36][CH2:37][N:38]([CH2:39][CH2:40]2)[CH2:41]1.[CH3:43][C:44]#[N:45].[CH3:46][N:47]([CH3:48])[CH:49]=[O:50].[CH:1]1([n:4]2[cH:5][c:6]([C:20](=[O:21])[OH:22])[c:7](=[O:19])[c:8]3[c:9]([CH:17]=[CH2:18])[c:10]([F:16])[c:11]([F:15])[c:12]([F:14])[c:13]23)[CH2:2][CH2:3]1.[OH2:42]>>[CH:1]1([n:4]2[cH:5][c:6]([C:20](=[O:21])[OH:22])[c:7](=[O:19])[c:8]3[c:9]([CH:17]=[CH2:18])[c:10]([F:16])[c:11]([N:24]4[CH2:23][CH:27]5[CH:26]([CH2:25]4)[N:33]4[CH:29]([CH2:28]5)[CH2:30][CH2:31][CH2:32]4)[c:12]([F:14])[c:13]23)[CH2:2][CH2:3]1.